The task is: describe an organic reaction: reactants, conditions, products, and yield. This data is from the Open Reaction Database (ORD), a public repository of structured organic reaction records. The reactants are N[C@@H]1[C@@H](CN(CC1)C(=O)OC(C)(C)C)OCC(C)(F)F (tert-Butyl cis(±)-4-amino-3-(2,2-difluoropropoxy)piperidine-1-carboxylate), C=1C=CC2=C(C1)N=NN2O (HOBt), ClC=1N=C(NC1CC)C(=O)O (4-chloro-5-ethyl-1H-imidazole-2-carboxylic acid), CCN=C=NCCCN(C)C.Cl (WSC hydrochloride). The solvent is ClCCl (dichloromethane), CC(=O)N(C)C (DMA). Yields the product ClC=1N=C(NC1CC)C(=O)N[C@@H]1[C@@H](CN(CC1)C(=O)OC(C)(C)C)OCC(C)(F)F (tert-Butyl cis(±)-4-{[(4-chloro-5-ethyl-1H-imidazol-2-yl)carbonyl]amino}-3-(2,2-difluoropropoxy)piperidine-1-carboxylate). The yield is 94.3%. RXN SMILES: [NH2:1][C@H:2]1[CH2:7][CH2:6][N:5]([C:8]([O:10][C:11]([CH3:14])([CH3:13])[CH3:12])=[O:9])[CH2:4][C@H:3]1[O:15][CH2:16][C:17]([F:20])([F:19])[CH3:18].[Cl:21][C:22]1[N:23]=[C:24]([C:29](O)=[O:30])[NH:25][C:26]=1[CH2:27][CH3:28].CCN=C=NCCCN(C)C.Cl.C1C=CC2N(O)N=NC=2C=1>ClCCl.CC(N(C)C)=O>[Cl:21][C:22]1[N:23]=[C:24]([C:29]([NH:1][C@H:2]2[CH2:7][CH2:6][N:5]([C:8]([O:10][C:11]([CH3:12])([CH3:13])[CH3:14])=[O:9])[CH2:4][C@H:3]2[O:15][CH2:16][C:17]([F:20])([F:19])[CH3:18])=[O:30])[NH:25][C:26]=1[CH2:27][CH3:28] |f:2.3|. Reported procedure: The same operation as in Example (106d) was performed using tert-butyl cis(±)-4-amino-3-(2,2-difluoropropoxy)piperidine-1-carboxylate obtained in Example (128d) (0.68 g, 2.3 mmol), 4-chloro-5-ethyl-1H-imidazole-2-carboxylic acid (85% content, 0.41 g, 2 mmol), WSC hydrochloride (0.77 g, 4 mmol), HOBt (0.41 g, 3 mmol), DMA (15 mL) and dichloromethane (15 mL). The resulting residue was purified by silica gel column chromatography (elution solvent: ethyl acetate/hexane=1/4, 2/3, 3/2, 4/1) to obtain ... Reactants: [I-].[K+] (potassium iodide), C(C)(=O)C1=C(C(=C(CCl)C=C1)CCC)O (4-acetyl-3-hydroxy-2-propylbenzyl chloride), SC1=NN=C(S1)SCC(=O)OCC (ethyl [(5-mercapto-1,3,4-thiadia- zol-2-yl)thio]acetate), C([O-])([O-])=O.[K+].[K+] (potassium carbonate). The reagents and catalysts are [Br-].C(CCC)[N+](CCCC)(CCCC)CCCC (tetra-n-butylammonium bromide). Solvent: C1(=CC=CC=C1)C (toluene), C(C)C(=O)C (methyl ethyl ketone). Run at temperature 60 celsius, time 3 hour. Product: C(C)(=O)C1=C(C(=C(CSC2=NN=C(S2)SCC(=O)OCC)C=C1)CCC)O (ethyl [[5-[(4-acetyl-3-hydroxy-2-propylbenzyl)thio]1,3,4-thiadiazol-2-yl]thio]acetate). Isolated yield 94.9%. RXN SMILES: [C:1]([C:4]1[CH:11]=[CH:10][C:7]([CH2:8]Cl)=[C:6]([CH2:12][CH2:13][CH3:14])[C:5]=1[OH:15])(=[O:3])[CH3:2].[SH:16][C:17]1[S:21][C:20]([S:22][CH2:23][C:24]([O:26][CH2:27][CH3:28])=[O:25])=[N:19][N:18]=1.C(=O)([O-])[O-].[K+].[K+].[I-].[K+]>[Br-].C([N+](CCCC)(CCCC)CCCC)CCC.C1(C)C=CC=CC=1.C(C(C)=O)C>[C:1]([C:4]1[CH:11]=[CH:10][C:7]([CH2:8][S:16][C:17]2[S:21][C:20]([S:22][CH2:23][C:24]([O:26][CH2:27][CH3:28])=[O:25])=[N:19][N:18]=2)=[C:6]([CH2:12][CH2:13][CH3:14])[C:5]=1[OH:15])(=[O:3])[CH3:2] |f:2.3.4,5.6,7.8|. Procedure details: To a mixture of 0.42 g of 4-acetyl-3-hydroxy-2-propylbenzyl chloride, 0.54 g of ethyl [(5-mercapto-1,3,4-thiadia- zol-2-yl)thio]acetate, 0.30 g of anhydrous potassium carbonate and 5 ml of methyl ethyl ketone were added catalytic amounts of potassium iodide and tetra-n-butylammonium bromide followed by stirring at 60° C. for 3 hours. The reaction mixture was diluted with toluene and insoluble matters were filtered off. The filtrate was washed with an aqueous sodium hydroxide solution and dried o... The reactants are B(OCCCC)(OCCCC)OCCCC (tributyl borate), C(\C=C\C)=O (crotonaldehyde), C1(=CC=CC=C1)S(=O)(=O)C#N (benzenesulfonyl cyanide), C1(=CC=CC=C1)C (Toluene). Solvent: C(CCC)O (butanol). Reaction conditions: temperature 110 celsius. The product is C1(=CC=CC=C1)S(=O)(=O)C1=NC=CC=C1 (2-benzenesulfonylpyridine). The yield is 90.1%. Reaction SMILES: [CH:1](=O)/[CH:2]=[CH:3]/[CH3:4].[C:6]1([S:12]([C:15]#[N:16])(=[O:14])=[O:13])[CH:11]=[CH:10][CH:9]=[CH:8][CH:7]=1.C1(C)C=CC=CC=1.B(OCCCC)(OCCCC)OCCCC>C(O)CCC>[C:6]1([S:12]([C:15]2[CH:4]=[CH:3][CH:2]=[CH:1][N:16]=2)(=[O:13])=[O:14])[CH:7]=[CH:8][CH:9]=[CH:10][CH:11]=1. Reported procedure: First, 8.20 g (115 mmol) of crotonaldehyde and 9.55 g (57.2 mmol) of benzenesulfonyl cyanide were introduced to the same reaction vessel as in Example 1. Toluene (15 ml) as the solvent and butanol (1.5 ml) were added, and 1.33 g (5.78 mmol) of tributyl borate was added. Then the mixture was heated under reflux for 3 hours while agitating at an internal temperature of 110° C. in a nitrogen atmosphere, separating and removing water that was produced. After this solution was cooled to room temperat... The solvent is CO (methanol). Starting materials: BrC=1C=C(C(=O)O)C=C(C1)[N+](=O)[O-] (3-bromo-5-nitrobenzoic acid), COC=1C=C(C=C(C1)[N+](=O)[O-])N1N=CN=C1 (1-(3-methoxy-5-nitrophenyl)-1H-1,2,4-triazole). Reported procedure: 3-Nitro-5-(1H-1,2,4-triazol-1-yl)benzoic acid was prepared from 3-bromo-5-nitrobenzoic acid following the procedure in Intermediate 2A. HPLC: Rt=1.12 min. (PHENOMENEX® Luna 5 micron C18 4.6×30 mm, 10-90% aqueous methanol containing 0.1% TFA, 2 min. gradient, flow rate=5 mL/min., detection at 254 nm). MS (ES): m/z=235.07 [M+H]+. RXN SMILES: Br[C:2]1[CH:3]=[C:4]([CH:8]=[C:9]([N+:11]([O-:13])=[O:12])[CH:10]=1)[C:5]([OH:7])=[O:6].COC1C=C([N:25]2[CH:29]=[N:28][CH:27]=[N:26]2)C=C([N+]([O-])=O)C=1>CO>[N+:11]([C:9]1[CH:8]=[C:4]([CH:3]=[C:2]([N:25]2[CH:29]=[N:28][CH:27]=[N:26]2)[CH:10]=1)[C:5]([OH:7])=[O:6])([O-:13])=[O:12]. Yields the product [N+](=O)([O-])C=1C=C(C(=O)O)C=C(C1)N1N=CN=C1 (3-Nitro-5-(1H-1,2,4-triazol-1-yl)benzoic acid). The reactants are CON, CO, CS(=O)(=O)c1ccc(C(CC2CCC(=O)C2)C(=O)Nc2cnccn2)cc1Cl, Cl, c1ccncc1. Product: CON=C1CCC(CC(C(=O)Nc2cnccn2)c2ccc(S(C)(=O)=O)c(Cl)c2)C1. As a reaction SMILES: [CH3:30][O:31][NH2:32].[CH3:33][OH:34].[Cl:1][c:2]1[cH:3][c:4]([CH:12]([C:13](=[O:14])[NH:15][c:16]2[n:17][cH:18][cH:19][n:20][cH:21]2)[CH2:22][CH:23]2[CH2:24][C:25](=[O:28])[CH2:26][CH2:27]2)[cH:5][cH:6][c:7]1[S:8](=[O:9])(=[O:10])[CH3:11].[ClH:29].[cH:35]1[cH:36][cH:37][n:38][cH:39][cH:40]1>>[Cl:1][c:2]1[cH:3][c:4]([CH:12]([C:13](=[O:14])[NH:15][c:16]2[n:17][cH:18][cH:19][n:20][cH:21]2)[CH2:22][CH:23]2[CH2:24][C:25](=[N:32][O:31][CH3:30])[CH2:26][CH2:27]2)[cH:5][cH:6][c:7]1[S:8](=[O:9])(=[O:10])[CH3:11]. The reactants are CS(C)=O, CC(C)(C)C(=O)OCC1CSC(c2cc3cc(CCl)cc([N+](=O)[O-])c3[nH]2)=N1, CN(C)C=O, c1nc[nH]n1. Product: CC(C)(C)C(=O)OCC1CSC(c2cc3cc(Cn4cncn4)cc([N+](=O)[O-])c3[nH]2)=N1. RXN SMILES: [CH3:38][S:39]([CH3:40])=[O:41].[Cl:1][CH2:2][c:3]1[cH:4][c:5]2[cH:6][c:7]([C:15]3=[N:19][CH:18]([CH2:20][O:21][C:22]([C:23]([CH3:24])([CH3:25])[CH3:26])=[O:27])[CH2:17][S:16]3)[nH:8][c:9]2[c:10]([N+:12](=[O:13])[O-:14])[cH:11]1.[O:33]=[CH:34][N:35]([CH3:36])[CH3:37].[nH:28]1[n:29][cH:30][n:31][cH:32]1>>[CH2:2]([c:3]1[cH:4][c:5]2[cH:6][c:7]([C:15]3=[N:19][CH:18]([CH2:20][O:21][C:22]([C:23]([CH3:24])([CH3:25])[CH3:26])=[O:27])[CH2:17][S:16]3)[nH:8][c:9]2[c:10]([N+:12](=[O:13])[O-:14])[cH:11]1)[n:28]1[n:29][cH:30][n:31][cH:32]1. The reactants are solution, C1(=CC=CC=C1)P(C1=CC=CC=C1)C1=CC=CC=C1 (triphenylphosphine), stannous chloride, stannous chloride, CCCCCON=O (n-amyl nitrite), C=C=O (ketene), [C]=O (carbon monooxide). Reagents/catalysts: [Cl-].C(CCC)[N+](CCCC)(CCCC)CCCC (tetra-n-butylammonium chloride). Run in CN1C(CCC1)=O (N-methylpyrrolidone), ClC1=CC=CC=C1 (monochlorobenzene). Conditions: time 5 hour. Product: di-n-amyl malonate, CCCCCOC(=O)C (n-amyl acetate). Yield: 14.7%. As a reaction SMILES: [CH3:1][CH2:2][CH2:3][CH2:4][CH2:5][O:6]N=O.[CH2:9]=[C:10]=[O:11].[C]=O.C1(P(C2C=CC=CC=2)C2C=CC=CC=2)C=CC=CC=1>[Cl-].C([N+](CCCC)(CCCC)CCCC)CCC.CN1CCCC1=O.ClC1C=CC=CC=1>[CH3:1][CH2:2][CH2:3][CH2:4][CH2:5][O:6][C:10]([CH3:9])=[O:11] |f:4.5,^3:11|. Procedure details: To the same reaction vessel as in Example 9 were charged bistriphenylphosphinedibromopalladium (0.198 g, 0.25 mmole), stannous chloride (0.095 g, 0.5 mmole), tetra-n-butylammonium chloride (0.139 g, 0.5 mmole) and n-amyl nitrite (60 ml, 406.6 mmoles), together with monochlorobenzene (200 ml). Then, ketene, carbon monooxide and nitrogen were introduced to the mixture at the rate of 10.4 ml/min (0.46 mmole/min), 300 ml/min and 100 ml/min, respectively, and the reaction was effected for 5 hours. Du... Reactants: O=[Ag], CCOC(C)=O, CN(C)C=O, [Cl-], O=C1CCCc2cc(OS(=O)(=O)C(F)(F)F)ccc21, CCCC[Sn](CCCC)(CCCC)c1ccc(F)cc1F, [Li+]. Product: O=C1CCCc2cc(-c3ccc(F)cc3F)ccc21. As a reaction SMILES: [Ag:54]=[O:55].[CH3:43][CH2:44][O:45][C:46](=[O:47])[CH3:48].[CH3:49][N:50]([CH3:51])[CH:52]=[O:53].[Cl-:42].[F:1][C:2]([F:3])([F:4])[S:5]([O:6][c:7]1[cH:8][c:9]2[c:14]([cH:15][cH:16]1)[C:13](=[O:17])[CH2:12][CH2:11][CH2:10]2)(=[O:18])=[O:19].[F:20][c:21]1[c:22]([Sn:28]([CH2:29][CH2:30][CH2:31][CH3:32])([CH2:33][CH2:34][CH2:35][CH3:36])[CH2:37][CH2:38][CH2:39][CH3:40])[cH:23][cH:24][c:25]([F:27])[cH:26]1.[Li+:41]>>[c:7]1(-[c:22]2[c:21]([F:20])[cH:26][c:25]([F:27])[cH:24][cH:23]2)[cH:8][c:9]2[c:14]([cH:15][cH:16]1)[C:13](=[O:17])[CH2:12][CH2:11][CH2:10]2.